Dataset: the Open Reaction Database (ORD), a public repository of structured organic reaction records. Task: describe an organic reaction: reactants, conditions, products, and yield Starting materials: CCC1CNCCc2cc(OC)c(Br)cc21, COc1cc2c(cc1C(F)(F)C(F)(F)F)C(C)CNCC2, COc1cc2c(cc1Br)C(C)CN(C)CC2, COc1cc2c(cc1C(F)(F)F)C(C)CNCC2, COc1cc2c(cc1Cl)C(C)CNCC2, CCC1CNCCc2cc(OC)c(Cl)cc21, COc1cc2c(cc1I)C(C)CNCC2, CCC1CNCCc2cc(OC)c(I)cc21, O. Product: COc1cc2c(cc1Br)C(C)CNCC2. Reaction SMILES: [Br:47][c:48]1[c:49]([O:50][CH3:51])[cH:52][c:53]2[c:61]([cH:62]1)[CH:58]([CH2:59][CH3:60])[CH2:57][NH:56][CH2:55][CH2:54]2.[CH3:113][O:114][c:115]1[c:116]([C:117]([F:118])([F:119])[C:120]([F:121])([F:122])[F:123])[cH:124][c:125]2[c:132]([cH:133]1)[CH2:131][CH2:130][NH:129][CH2:128][CH:126]2[CH3:127].[CH3:31][N:32]1[CH2:33][CH:34]([CH3:35])[c:36]2[cH:37][c:38]([Br:46])[c:39]([O:40][CH3:41])[cH:42][c:43]2[CH2:44][CH2:45]1.[CH3:95][O:96][c:97]1[c:98]([C:99]([F:100])([F:101])[F:102])[cH:103][c:104]2[c:111]([cH:112]1)[CH2:110][CH2:109][NH:108][CH2:107][CH:105]2[CH3:106].[Cl:1][c:2]1[c:3]([O:14][CH3:15])[cH:4][c:5]2[c:6]([cH:13]1)[CH:7]([CH3:12])[CH2:8][NH:9][CH2:10][CH2:11]2.[Cl:63][c:64]1[c:65]([O:66][CH3:67])[cH:68][c:69]2[c:77]([cH:78]1)[CH:74]([CH2:75][CH3:76])[CH2:73][NH:72][CH2:71][CH2:70]2.[I:16][c:17]1[c:18]([O:19][CH3:20])[cH:21][c:22]2[c:29]([cH:30]1)[CH:27]([CH3:28])[CH2:26][NH:25][CH2:24][CH2:23]2.[I:79][c:80]1[c:81]([O:82][CH3:83])[cH:84][c:85]2[c:93]([cH:94]1)[CH:90]([CH2:91][CH3:92])[CH2:89][NH:88][CH2:87][CH2:86]2.[OH2:134]>>[c:2]1([Br:46])[c:3]([O:14][CH3:15])[cH:4][c:5]2[c:6]([cH:13]1)[CH:7]([CH3:12])[CH2:8][NH:9][CH2:10][CH2:11]2. Reactants: O (water), P(=O)(Cl)(Cl)Cl (phosphorus oxychloride), C(C1=CC=CC=C1)OC(=O)N[C@H](CCC(=O)OC(C)(C)C)C(N)=O (tert-butyl (4R)-4-(benzyloxycarbonylamino)-4-carbamoylbutyrate). Run in ClCCl (dichloromethane), N1=CC=CC=C1 (pyridine). Product: C(C1=CC=CC=C1)OC(=O)N[C@H](CCC(=O)OC(C)(C)C)C#N (tert-butyl (4R)-4-(benzyloxycarbonylamino)-4-cyanobutyrate). Isolated yield 85.9%. Reaction SMILES: P(Cl)(Cl)(Cl)=O.[CH2:6]([O:13][C:14]([NH:16][C@@H:17]([C:27](=O)[NH2:28])[CH2:18][CH2:19][C:20]([O:22][C:23]([CH3:26])([CH3:25])[CH3:24])=[O:21])=[O:15])[C:7]1[CH:12]=[CH:11][CH:10]=[CH:9][CH:8]=1.O>ClCCl.N1C=CC=CC=1>[CH2:6]([O:13][C:14]([NH:16][C@@H:17]([C:27]#[N:28])[CH2:18][CH2:19][C:20]([O:22][C:23]([CH3:24])([CH3:25])[CH3:26])=[O:21])=[O:15])[C:7]1[CH:12]=[CH:11][CH:10]=[CH:9][CH:8]=1. Reported procedure: A solution of phosphorus oxychloride (2.05 g, 13.4 mmol) in dichloromethane (5.5 ml) was added during 20 minutes to a stirred solution of tert-butyl (4R)-4-(benzyloxycarbonylamino)-4-carbamoylbutyrate (3.0 g, 8.9 mmol) in dry pyridine (16 ml) at -5° C. under argon. The mixture was allowed to warm to room temperature and after 25 hours was poured into cold water (110 ml). The products were extracted with ethyl acetate (4×40 ml) and the combined ethyl acetate solution was washed successively with ...